This data is from the Open Reaction Database (ORD), a public repository of structured organic reaction records. The task is: describe an organic reaction: reactants, conditions, products, and yield Reaction SMILES: [C:1](=[O:2])([OH:3])[c:4]1[cH:5][cH:6][c:7](-[c:10]2[c:11](=[S:20])[nH:12][c:13]3[cH:14][cH:15][cH:16][cH:17][c:18]3[cH:19]2)[cH:8][cH:9]1.[CH3:26][N:27]([CH2:28][CH2:29][Cl:30])[CH3:31].[CH3:32][N:33]([CH3:34])[CH:35]=[O:36].[ClH:25].[H-:21].[H:23][H:24].[Na+:22]>>[C:1](=[O:2])([OH:3])[c:4]1[cH:5][cH:6][c:7](-[c:10]2[c:11]([S:20][CH2:29][CH2:28][N:27]([CH3:26])[CH3:31])[n:12][c:13]3[cH:14][cH:15][cH:16][cH:17][c:18]3[cH:19]2)[cH:8][cH:9]1.[ClH:30]. Yields the product CN(C)CCSc1nc2ccccc2cc1-c1ccc(C(=O)O)cc1, Cl. Starting materials: O=C(O)c1ccc(-c2cc3ccccc3[nH]c2=S)cc1, CN(C)CCCl, CN(C)C=O, Cl, [H-], [H][H], [Na+].